Dataset: the Open Reaction Database (ORD), a public repository of structured organic reaction records. Task: describe an organic reaction: reactants, conditions, products, and yield The reactants are C1(=CC=CC=C1)CS(=O)CC1=NN=C(S1)NC(=O)C1=CC=C(C=C1)[C@@H]1CC[C@H](CC1)CC(=O)OC(C)(C)C (tert-butyl trans-{4-[4-(5-phenylmethanesulfinylmethyl[1.3.4]thiadiazol-2-ylcarbamoyl)phenyl]cyclohexyl}acetate), C(=O)(C(F)(F)F)O (TFA). Solvent: ClCCl (dichloromethane). Run at time 1 hour. The product is C1(=CC=CC=C1)CS(=O)CC1=NN=C(S1)NC(=O)C1=CC=C(C=C1)[C@@H]1CC[C@H](CC1)CC(=O)O (trans-{4-[4-(5-phenylmethanesulfinylmethyl[1.3.4]thiadiazol-2-ylcarbamoyl)phenyl]cyclohexyl}acetic acid). Yield: 85.0%. RXN SMILES: [C:1]1([CH2:7][S:8]([CH2:10][C:11]2[S:15][C:14]([NH:16][C:17]([C:19]3[CH:24]=[CH:23][C:22]([C@H:25]4[CH2:30][CH2:29][C@H:28]([CH2:31][C:32]([O:34]C(C)(C)C)=[O:33])[CH2:27][CH2:26]4)=[CH:21][CH:20]=3)=[O:18])=[N:13][N:12]=2)=[O:9])[CH:6]=[CH:5][CH:4]=[CH:3][CH:2]=1.C(O)(C(F)(F)F)=O>ClCCl>[C:1]1([CH2:7][S:8]([CH2:10][C:11]2[S:15][C:14]([NH:16][C:17]([C:19]3[CH:20]=[CH:21][C:22]([C@H:25]4[CH2:30][CH2:29][C@H:28]([CH2:31][C:32]([OH:34])=[O:33])[CH2:27][CH2:26]4)=[CH:23][CH:24]=3)=[O:18])=[N:13][N:12]=2)=[O:9])[CH:6]=[CH:5][CH:4]=[CH:3][CH:2]=1. Procedure details: 0.072 g of tert-butyl trans-{4-[4-(5-phenylmethanesulfinylmethyl[1.3.4]thiadiazol-2-ylcarbamoyl)phenyl]cyclohexyl}acetate (0.13 mmol, 1 eq.) is placed in 2 mL of dichloromethane with stirring. 1 mL of TFA (13.46 mmol, 104 eq.) is added. After 1 hour, the reaction medium is evaporated and the residue is triturated in ethanol to give 0.055 g of trans-{4-[4-(5-phenylmethanesulfinylmethyl[1.3.4]thiadiazol-2-ylcarbamoyl)phenyl]cyclohexyl}acetic acid. The reactants are C1COCCN1, CC#N, N#CC1(c2cccc(C(=O)Nc3cccc(Oc4ccc5nc(NC(=O)CCl)cn5n4)c3)c2)CC1. The product is N#CC1(c2cccc(C(=O)Nc3cccc(Oc4ccc5nc(NC(=O)CN6CCOCC6)cn5n4)c3)c2)CC1. RXN SMILES: [CH2:36]1[CH2:37][O:38][CH2:39][CH2:40][NH:41]1.[CH3:42][C:43]#[N:44].[Cl:1][CH2:2][C:3](=[O:4])[NH:5][c:6]1[n:7][c:8]2[n:9]([n:10][c:11]([O:14][c:15]3[cH:16][c:17]([NH:21][C:22]([c:23]4[cH:24][c:25]([C:29]5([C:32]#[N:33])[CH2:30][CH2:31]5)[cH:26][cH:27][cH:28]4)=[O:34])[cH:18][cH:19][cH:20]3)[cH:12][cH:13]2)[cH:35]1>>[CH2:2]([C:3](=[O:4])[NH:5][c:6]1[n:7][c:8]2[n:9]([n:10][c:11]([O:14][c:15]3[cH:16][c:17]([NH:21][C:22]([c:23]4[cH:24][c:25]([C:29]5([C:32]#[N:33])[CH2:30][CH2:31]5)[cH:26][cH:27][cH:28]4)=[O:34])[cH:18][cH:19][cH:20]3)[cH:12][cH:13]2)[cH:35]1)[N:41]1[CH2:36][CH2:37][O:38][CH2:39][CH2:40]1. The product is N#Cc1cccn1N, Cl. RXN SMILES: [C:1](#[N:2])[c:3]1[n:4]([NH:8][C:9](=[O:10])[OH:11])[cH:5][cH:6][cH:7]1.[CH2:12]1[O:13][CH2:14][CH2:15][O:16][CH2:17]1.[CH3:25][CH2:26][O:27][C:28]([CH3:29])=[O:30].[CH3:31][CH2:32][CH2:33][CH2:34][CH2:35][CH3:36].[CH3:37][CH2:38][O:39][CH2:40][CH3:41].[ClH:18].[O:19]1[CH2:20][CH2:21][O:22][CH2:23][CH2:24]1>>[C:1](#[N:2])[c:3]1[n:4]([NH2:8])[cH:5][cH:6][cH:7]1.[ClH:18]. The reactants are N#Cc1cccn1NC(=O)O, C1COCCO1, CCOC(C)=O, CCCCCC, CCOCC, Cl, C1COCCO1. The reactants are C(C1=CC=CC=C1)OC1=CC(=C(C=C1)C=1C=C(C2=C(N1)N(N=C2C)C2OCCCC2)C(=O)O)F (6-(4-benzyloxy-2-fluoro-phenyl)-3-methyl-1-(tetrahydro-pyran-2-yl)-1H-pyrazolo[3,4-b]pyridine-4-carboxylic acid), C(C)(C)(C)OC(NC1(CCNCC1)C1=CC=CC=C1)=O ((4-phenylpiperidin-4-yl)-carbamic acid tert-butyl ester), CCN(C(C)C)C(C)C (DIPEA). Solvent: ClCCl (dichloromethane). Conditions: time 5 day. The product is C(C)(C)(C)OC(NC1(CCN(CC1)C(=O)C=1C2=C(N=C(C1)C1=C(C=C(C=C1)OCC1=CC=CC=C1)F)N(N=C2C)C2OCCCC2)C2=CC=CC=C2)=O ({1-[6-(4-Benzyloxy-2-fluoro-phenyl)-3-methyl-1-(tetrahydro-pyran-2-yl)-1H-pyrazolo[3,4-b]pyridine-4-carbonyl]-4-phenyl-piperidin-4-yl}-carbamic acid tert-butyl ester). Yield: 15.9%. Reaction SMILES: [CH2:1]([O:8][C:9]1[CH:14]=[CH:13][C:12]([C:15]2[CH:16]=[C:17]([C:31](O)=[O:32])[C:18]3[C:23]([CH3:24])=[N:22][N:21]([CH:25]4[CH2:30][CH2:29][CH2:28][CH2:27][O:26]4)[C:19]=3[N:20]=2)=[C:11]([F:34])[CH:10]=1)[C:2]1[CH:7]=[CH:6][CH:5]=[CH:4][CH:3]=1.[C:35]([O:39][C:40](=[O:54])[NH:41][C:42]1([C:48]2[CH:53]=[CH:52][CH:51]=[CH:50][CH:49]=2)[CH2:47][CH2:46][NH:45][CH2:44][CH2:43]1)([CH3:38])([CH3:37])[CH3:36].CCN(C(C)C)C(C)C>ClCCl>[C:35]([O:39][C:40](=[O:54])[NH:41][C:42]1([C:48]2[CH:49]=[CH:50][CH:51]=[CH:52][CH:53]=2)[CH2:43][CH2:44][N:45]([C:31]([C:17]2[C:18]3[C:23]([CH3:24])=[N:22][N:21]([CH:25]4[CH2:30][CH2:29][CH2:28][CH2:27][O:26]4)[C:19]=3[N:20]=[C:15]([C:12]3[CH:13]=[CH:14][C:9]([O:8][CH2:1][C:2]4[CH:7]=[CH:6][CH:5]=[CH:4][CH:3]=4)=[CH:10][C:11]=3[F:34])[CH:16]=2)=[O:32])[CH2:46][CH2:47]1)([CH3:38])([CH3:36])[CH3:37]. Procedure details: A mixture of 6-(4-benzyloxy-2-fluoro-phenyl)-3-methyl-1-(tetrahydro-pyran-2-yl)-1H-pyrazolo[3,4-b]pyridine-4-carboxylic acid (384 mg), (4-phenylpiperidin-4-yl)-carbamic acid tert-butyl ester (230 mg), DIPEA (427 μL) and BEP (456 mg) in dichloromethane (10 mL) was stirred at r.t. for 5 d. The solvent was distilled off in vacuo, the residue was re-dissolved in MTBE/ethyl acetate (v/v=1/1, 40 mL) and washed once with water, twice with saturated sodium bicarbonate solution, once with 1N sodium hydro...